describe an organic reaction: reactants, conditions, products, and yield From a dataset of the Open Reaction Database (ORD), a public repository of structured organic reaction records. Starting materials: C(C)(C)(C)OC(NCC(=O)NN)=O (hydrazinocarbonylmethyl-carbamic acid tert-butyl ester), C(C)C=1C(=NC(=C(C(=O)O)C1)C)OC (5-ethyl-6-methoxy-2-methyl-nicotinic acid), F[B-](F)(F)F.O=C1N(C=CC=C1)OC(=[N+](C)C)N(C)C (O-(1,2-dihydro-2-oxo-1-pyridyl)-N,N,N′,N′-tetramethyluronium tetrafluoroborate), O.OC1=CC=CC=2NN=NC21 (hydroxybenzotriazole hydrate), C(C)N(C(C)C)C(C)C (N-ethyl-diisopropylamine). Solvent: O (water), ClCCl (dichloromethane). Conditions: time 30 minute. Product: C(C)(C)(C)OC(NCC(=O)NNC(=O)C1=C(NC(C(=C1)CC)=O)C)=O ({2-[N′-(5-ethyl-2-methyl-6-oxo-1,6-dihydro-pyridine-3-carbonyl)-hydrazino]-2-oxo-ethyl}-carbamic acid tert-butyl ester). Isolated yield 76.0%. As a reaction SMILES: [CH2:1]([C:3]1[C:4]([O:13]C)=[N:5][C:6]([CH3:12])=[C:7]([CH:11]=1)[C:8]([OH:10])=O)[CH3:2].F[B-](F)(F)F.O=C1C=CC=CN1OC(N(C)C)=[N+](C)C.O.OC1C2N=NNC=2C=CC=1.[C:46]([O:50][C:51](=[O:58])[NH:52][CH2:53][C:54]([NH:56][NH2:57])=[O:55])([CH3:49])([CH3:48])[CH3:47].C(N(C(C)C)C(C)C)C>ClCCl.O>[C:46]([O:50][C:51](=[O:58])[NH:52][CH2:53][C:54]([NH:56][NH:57][C:8]([C:7]1[CH:11]=[C:3]([CH2:1][CH3:2])[C:4](=[O:13])[NH:5][C:6]=1[CH3:12])=[O:10])=[O:55])([CH3:49])([CH3:47])[CH3:48] |f:1.2,3.4|. Procedure details: Under a nitrogen atmosphere in a round bottom flask, 5-ethyl-6-methoxy-2-methyl-nicotinic acid (500 mg, 2.56 mmol) of Step 2, Example 14 is dissolved in dichloromethane (60 mL). O-(1,2-dihydro-2-oxo-1-pyridyl)-N,N,N′,N′-tetramethyluronium tetrafluoroborate (838 mg, 2.82 mmol) is added, followed by hydroxybenzotriazole hydrate (392 mg, 2.56 mmol). The resulting mixture is stirred at rt for 30 min to give a suspension, which is treated with hydrazinocarbonylmethyl-carbamic acid tert-butyl ester (5... Starting materials: ClC1=C(C(=O)O)C=C(C=N1)[N+](=O)[O-] (2-chloro-5-nitronicotinic acid), S(=O)(Cl)Cl (thionyl chloride), NC=1C=CC(=CC1O)C (6-amino-m-cresol), C(C)(C)N(C(C)C)CC (N,N-diisopropylethylamine). Run in O (water), O1CCCC1 (tetrahydrofuran). Reaction conditions: time 2 hour. Yields the product ClC1=NC=C(C=C1C(=O)NC1=C(C=C(C=C1)C)O)[N+](=O)[O-] (2-Chloro-5-nitro-N-(3-hydroxytol-4-yl)-3-pyridinecarboxamide). As a reaction SMILES: [Cl:1][C:2]1[N:10]=[CH:9][C:8]([N+:11]([O-:13])=[O:12])=[CH:7][C:3]=1[C:4]([OH:6])=O.S(Cl)(Cl)=O.[NH2:18][C:19]1[CH:20]=[CH:21][C:22]([CH3:26])=[CH:23][C:24]=1[OH:25].C(N(CC)C(C)C)(C)C>O.O1CCCC1>[Cl:1][C:2]1[C:3]([C:4]([NH:18][C:19]2[CH:20]=[CH:21][C:22]([CH3:26])=[CH:23][C:24]=2[OH:25])=[O:6])=[CH:7][C:8]([N+:11]([O-:13])=[O:12])=[CH:9][N:10]=1. Reported procedure: A mixture of 2-chloro-5-nitronicotinic acid (6.1 g, 0.03 mol) and thionyl chloride (15 ml) was refluxed for 3 hours. The solvent was removed in vacuo and the acid chloride was dissolved in tetrahydrofuran (150 ml). The resulting solution was slowly added to a solution of 6-amino-m-cresol (4 g, 0.03 mol), N,N-diisopropylethylamine (7 ml, 0.04 mol), and tetrahydrofuran (150 ml) at 0° C. under argon, and the resulting solution stirred for 2 hours. The mixture was then diluted with water and the pro...